describe an organic reaction: reactants, conditions, products, and yield From a dataset of the Open Reaction Database (ORD), a public repository of structured organic reaction records. The reactants are FC(OC=1C=C2C(=NN(C2=CC1)C)I)F (5-(difluoromethoxy)-3-iodo-1-methyl-1H-indazole), C(C)(C)[Mg]Cl (isopropylmagnesium chloride), C(CCC)[Sn](CCC)(Cl)CCCC (dibutylchloro(propyl)stannane). Solvent: C1CCOC1 (THF). Conditions: time 30 minute. The product is FC(OC=1C=C2C(=NN(C2=CC1)C)[Sn](CCCC)(CCCC)CCCC)F (5-(Difluoromethoxy)-1-methyl-3-(tributylstannyl)-1H-indazole). Reaction SMILES: [F:1][CH:2]([F:15])[O:3][C:4]1[CH:5]=[C:6]2[C:10](=[CH:11][CH:12]=1)[N:9]([CH3:13])[N:8]=[C:7]2I.[CH:16]([Mg]Cl)(C)C.[CH2:21]([Sn:25]([CH2:30][CH2:31][CH2:32][CH3:33])(Cl)[CH2:26][CH2:27][CH3:28])[CH2:22][CH2:23][CH3:24]>C1COCC1>[F:1][CH:2]([F:15])[O:3][C:4]1[CH:5]=[C:6]2[C:10](=[CH:11][CH:12]=1)[N:9]([CH3:13])[N:8]=[C:7]2[Sn:25]([CH2:30][CH2:31][CH2:32][CH3:33])([CH2:26][CH2:27][CH2:28][CH3:16])[CH2:21][CH2:22][CH2:23][CH3:24]. Procedure: To a solution of 5-(difluoromethoxy)-3-iodo-1-methyl-1H-indazole (400 mg, 1.23 mmol) in dry THF (15 mL) was added isopropylmagnesium chloride (0.75 mL, 1.3 mmol, 2M in THF) drop-wise at −16° C. under nitrogen atmosphere, stirred for 30 minutes, then dibutylchloro(propyl)stannane (0.5 mL, 1.45 mmol) was added drop-wise, the reaction mixture was warmed to room temperature slowly and stirred for 2 hours. The reaction mixture was quenched with a saturated solution of NH4Cl (40 mL) and extracted with... Reactants: C(P(OCC)(OCC)=O)P(OCC)(OCC)=O (tetraethyl methylenediphosphonate), [H-].[Na+] (sodium hydride), CNC1=NN(C=C1C=O)C1=CC=CC=C1 (3-(Methylamino)-1-phenyl-1H-pyrazole-4-carbaldehyde), O (Water). Run in CN(C=O)C (N,N-dimethylformamide). Conditions: time 15 minute. The product is CNC1=NN(C=C1/C=C/P(OCC)(OCC)=O)C1=CC=CC=C1 (diethyl {(E)-2-[3-(methylamino)-1-phenyl-1H-pyrazol-4-yl]ethenyl}phosphonate), crystals. The yield is 87.0%. Reaction SMILES: [CH2:1]([P:10](=[O:17])([O:14][CH2:15][CH3:16])[O:11][CH2:12][CH3:13])P(=O)(OCC)OCC.[H-].[Na+].[CH3:20][NH:21][C:22]1[C:26]([CH:27]=O)=[CH:25][N:24]([C:29]2[CH:34]=[CH:33][CH:32]=[CH:31][CH:30]=2)[N:23]=1.O>CN(C)C=O>[CH3:20][NH:21][C:22]1[C:26](/[CH:27]=[CH:1]/[P:10](=[O:17])([O:11][CH2:12][CH3:13])[O:14][CH2:15][CH3:16])=[CH:25][N:24]([C:29]2[CH:34]=[CH:33][CH:32]=[CH:31][CH:30]=2)[N:23]=1 |f:1.2|. Reported procedure: To a solution (5 mL) of tetraethyl methylenediphosphonate in N,N-dimethylformamide was added sodium hydride (60% in oil, 8.8 mg) at room temperature, and the mixture was stirred for 15 min. 3-(Methylamino)-1-phenyl-1H-pyrazole-4-carbaldehyde (1.00 g) was added to the reaction mixture, and the mixture was further stirred at room temperature for 2 hrs. Water was added to the reaction mixture and the mixture was stirred at room temperature for 2 hrs, and stood still for 16 hrs. The precipitated pal... The reactants are O=C1CCC(=O)N1Br, CC#N, CC(C#N)(Cn1cc2ncc(Cl)cc2n1)NC(=O)c1ccc(OC(F)(F)F)cc1. The product is CC(C#N)(Cn1nc2cc(Cl)cnc2c1Br)NC(=O)c1ccc(OC(F)(F)F)cc1. RXN SMILES: [Br:30][N:31]1[C:32](=[O:33])[CH2:34][CH2:35][C:36]1=[O:37].[CH3:38][C:39]#[N:40].[Cl:1][c:2]1[cH:3][c:4]2[c:5]([n:6][cH:7]1)[cH:8][n:9]([CH2:11][C:12]([CH3:13])([C:14]#[N:15])[NH:16][C:17]([c:18]1[cH:19][cH:20][c:21]([O:24][C:25]([F:26])([F:27])[F:28])[cH:22][cH:23]1)=[O:29])[n:10]2>>[Cl:1][c:2]1[cH:3][c:4]2[c:5]([n:6][cH:7]1)[c:8]([Br:30])[n:9]([CH2:11][C:12]([CH3:13])([C:14]#[N:15])[NH:16][C:17]([c:18]1[cH:19][cH:20][c:21]([O:24][C:25]([F:26])([F:27])[F:28])[cH:22][cH:23]1)=[O:29])[n:10]2. Starting materials: C(C)(=O)O[C@@H]1C(N(C(=CS[C@@H]1C1=CC=C(C=C1)OC)C1=CC=CC=C1)CCN(C)C)=O (rac-cis-6-(acetyloxy)-6,7-dihydro-7-(4-methoxyphenyl)-4[2-(dimethylamino)ethyl]-3-phenyl-1,4-thiazepin-5(4H)-one), Cl (hydrogen chloride). Run in C(C)(=O)OCC (ethyl acetate). Conditions: time 17 hour. Product: O[C@@H]1C(N(C(=CS[C@@H]1C1=CC=C(C=C1)OC)C1=CC=CC=C1)CCN(C)C)=O (rac.-cis-6,7-dihydro-6-hydroxy-7-(4-methoxyphenyl)-4-[2(dimethylamino) ethyl]-3-phenyl-1,4-thiazepin-5(4H)-one). Isolated yield 75.3%. As a reaction SMILES: C([O:4][C@H:5]1[C@@H:11]([C:12]2[CH:17]=[CH:16][C:15]([O:18][CH3:19])=[CH:14][CH:13]=2)[S:10][CH:9]=[C:8]([C:20]2[CH:25]=[CH:24][CH:23]=[CH:22][CH:21]=2)[N:7]([CH2:26][CH2:27][N:28]([CH3:30])[CH3:29])[C:6]1=[O:31])(=O)C.Cl>C(OCC)(=O)C>[OH:4][C@H:5]1[C@@H:11]([C:12]2[CH:17]=[CH:16][C:15]([O:18][CH3:19])=[CH:14][CH:13]=2)[S:10][CH:9]=[C:8]([C:20]2[CH:25]=[CH:24][CH:23]=[CH:22][CH:21]=2)[N:7]([CH2:26][CH2:27][N:28]([CH3:30])[CH3:29])[C:6]1=[O:31]. Procedure: A mixture of 0.5 g (0.001 mol) of rac-cis-6-(acetyloxy)-6,7-dihydro-7-(4-methoxyphenyl)-4[2-(dimethylamino)ethyl]-3-phenyl-1,4-thiazepin-5(4H)-one and 5 mL of ethyl acetate saturated with hydrogen chloride was stirred at room temperature for 17 hours. The solvent was removed under reduced pressure and the residue was partitioned between water and ammonium hydroxide. The ethyl acetate solution was washed with brine, dried (MgSO4) and removal of the solvent gave 0.3 g (67%) of rac.-cis-6,7-dihydro... Reactants: O1C(COC2=C(C=CC=C2)OC)C1 (2-epoxy-1-(2-methoxyphenoxy)-propane), NCCOS(=O)(=O)O (2-aminoethylhydrogensulfate), [OH-].[K+] (potassium hydroxide), C(C)(C)O (isopropanol). The solvent is O (water), O (Water). Product: COC1=C(OCC2CNCCO2)C=CC=C1 (2-[(2-Methoxyphenoxy)methyl]-morpholine). Reaction SMILES: [O:1]1[CH2:13][CH:2]1[CH2:3][O:4][C:5]1[CH:10]=[CH:9][CH:8]=[CH:7][C:6]=1[O:11][CH3:12].[NH2:14][CH2:15]COS(O)(=O)=O.[OH-].[K+].[CH:24](O)(C)C>O>[CH3:12][O:11][C:6]1[CH:7]=[CH:8][CH:9]=[CH:10][C:5]=1[O:4][CH2:3][CH:2]1[O:1][CH2:13][CH2:15][NH:14][CH2:24]1 |f:2.3|. Procedure details: A mixture of 2-epoxy-1-(2-methoxyphenoxy)-propane (13.0 g, 72 mmol), 2-aminoethylhydrogensulfate (51 g, 361 mmol), potassium hydroxide (41 g, 722 mmol) in isopropanol (300 ml) and water 100 ml was refluxed for 8 h. Water was added and the product was extracted with two portions of ethylacetate. Drying and evaporation gave a crude product that was used without further purification. Yield 9.2 g.